The task is: describe an organic reaction: reactants, conditions, products, and yield. This data is from the Open Reaction Database (ORD), a public repository of structured organic reaction records. Reactants: CN(C)C=O (DMF), [Na+].CC1=NC2=CC=CC=C2C(=C1)COC1=CC=C(C=C1)S(=O)(=O)[O-] (4-[(2-methyl-4-quinolinyl)methoxy]benzenesulfonic acid sodium salt), S(=O)(Cl)Cl (thionyl chloride). Run in C(Cl)Cl (methylene chloride). Reaction conditions: temperature 60 celsius. Yields the product CC1=NC2=CC=CC=C2C(=C1)COC1=CC=C(C=C1)S(=O)(=O)Cl (4-[(2-methyl-4-quinolinyl)methoxy]benzenesulfonyl chloride). Yield: 97.5%. Reaction SMILES: CN(C=O)C.[Na+].[CH3:7][C:8]1[CH:17]=[C:16]([CH2:18][O:19][C:20]2[CH:25]=[CH:24][C:23]([S:26]([O-:29])(=O)=[O:27])=[CH:22][CH:21]=2)[C:15]2[C:10](=[CH:11][CH:12]=[CH:13][CH:14]=2)[N:9]=1.S(Cl)([Cl:32])=O>C(Cl)Cl>[CH3:7][C:8]1[CH:17]=[C:16]([CH2:18][O:19][C:20]2[CH:25]=[CH:24][C:23]([S:26]([Cl:32])(=[O:29])=[O:27])=[CH:22][CH:21]=2)[C:15]2[C:10](=[CH:11][CH:12]=[CH:13][CH:14]=2)[N:9]=1 |f:1.2|. Reported procedure: A catalytic amount of DMF was added to a solution of the 4-[(2-methyl-4-quinolinyl)methoxy]benzenesulfonic acid sodium salt (1.0 g, 2.8 mmol) from step (2a) in thionyl chloride (3.0 ml, 41.0 mmol). The reaction was heated to 60° C. for 2 h, allowed to cool to room temperature, diluted with methylene chloride, concentrated in vacuo, diluted with THF, concentrated in vacuo to give 4-[(2-methyl-4-quinolinyl)methoxy]benzenesulfonyl chloride (0.95 g, 97%) as a light yellow solid. Starting materials: n-cyclohexylethanolamine, ClC1=NC(=CN=C1)Cl (2,6-dichloropyrazine), CC=1C=NC2=C3N=CC(=C(C3=CC=C2C1C)C)C (3,4,7,8-tetramethyl-1,10-phenanthroline), C([O-])([O-])=O.[Cs+].[Cs+] (cesium carbonate). Reagents/catalysts: [Cu](I)I (copper iodide). The solvent is C1(=CC=CC=C1)C (toluene), CCOC(=O)C (EtOAc). Conditions: temperature 100 celsius, time 18 hour. The product is ClC1=CN=CC(=N1)OCCNC1CCCCC1 (N-{2-[(6-chloropyrazin-2-yl)oxy]ethyl}cyclohexanamine). Reaction SMILES: Cl[C:2]1[CH:7]=[N:6][CH:5]=[C:4]([Cl:8])[N:3]=1.C[C:10]1[CH:11]=[N:12][C:13]2[C:22](C=1C)=[CH:21][CH:20]=[C:19]1[C:14]=2N=CC(C)=C1C.C(=O)([O-])[O-:28].[Cs+].[Cs+]>C1(C)C=CC=CC=1.CCOC(C)=O.[Cu](I)I>[Cl:8][C:4]1[N:3]=[C:2]([O:28][CH2:10][CH2:11][NH:12][CH:13]2[CH2:22][CH2:21][CH2:20][CH2:19][CH2:14]2)[CH:7]=[N:6][CH:5]=1 |f:2.3.4|. Procedure: To a stirred solution of n-cyclohexylethanolamine (0.48 g, 3.4 mmol) and 2,6-dichloropyrazine (0.50 g, 3.4 mmol) in toluene (17 mL) was added 3,4,7,8-tetramethyl-1,10-phenanthroline (7.9 mg, 0.034 mmol), copper iodide (0.032 g, 0.17 mmol) and cesium carbonate (2.2 g, 6.7 mmol). The reaction mixture was stirred at 100° C. After 18 h, the reaction mixture was cooled to room temperature, diluted with EtOAc (50 mL), filtered through celite and concentrated. The crude residue was purified by silica g... Starting materials: O=C1c2ccccc2C(=O)N1CCCCCBr, O=C([O-])[O-], CC(C)=O, [K+], [K+], CCOC(=O)c1ccc(-c2ccc(O)c(-c3ccc4c(c3)C(C)(C)CCC4(C)C)c2)cc1. Yields the product CCOC(=O)c1ccc(-c2ccc(OCCCCCN3C(=O)c4ccccc4C3=O)c(-c3ccc4c(c3)C(C)(C)CCC4(C)C)c2)cc1. Reaction SMILES: [Br:33][CH2:34][CH2:35][CH2:36][CH2:37][CH2:38][N:39]1[C:40](=[O:49])[c:41]2[c:42]([cH:45][cH:46][cH:47][cH:48]2)[C:43]1=[O:44].[C:50](=[O:51])([O-:52])[O-:53].[CH3:56][C:57](=[O:58])[CH3:59].[K+:54].[K+:55].[OH:1][c:2]1[c:3](-[c:19]2[cH:20][c:21]3[c:26]([cH:27][cH:28]2)[C:25]([CH3:29])([CH3:30])[CH2:24][CH2:23][C:22]3([CH3:31])[CH3:32])[cH:4][c:5](-[c:8]2[cH:9][cH:10][c:11]([C:14](=[O:15])[O:16][CH2:17][CH3:18])[cH:12][cH:13]2)[cH:6][cH:7]1>>[O:1]([c:2]1[c:3](-[c:19]2[cH:20][c:21]3[c:26]([cH:27][cH:28]2)[C:25]([CH3:29])([CH3:30])[CH2:24][CH2:23][C:22]3([CH3:31])[CH3:32])[cH:4][c:5](-[c:8]2[cH:9][cH:10][c:11]([C:14](=[O:15])[O:16][CH2:17][CH3:18])[cH:12][cH:13]2)[cH:6][cH:7]1)[CH2:34][CH2:35][CH2:36][CH2:37][CH2:38][N:39]1[C:40](=[O:49])[c:41]2[c:42]([cH:45][cH:46][cH:47][cH:48]2)[C:43]1=[O:44]. Reactants: C(C1=CC=CC=C1)N1CCN(CC1)C=1C=C(C=C2C(=CC=NC12)C)OC (1-benzyl-4-(6-methoxy-4-methylquinolin-8-yl)piperazine), ClC(=O)OC=C (vinyl chloroformate). The solvent is C(Cl)Cl (methylene chloride). Conditions: time 18 hour. Product: COC=1C=C2C(=CC=NC2=C(C1)N1CCNCC1)C (4-(6-methoxy-4-methylquinolin-8-yl)piperazine). Yield: 40.5%. Reaction SMILES: C([N:8]1[CH2:13][CH2:12][N:11]([C:14]2[CH:15]=[C:16]([O:25][CH3:26])[CH:17]=[C:18]3[C:23]=2[N:22]=[CH:21][CH:20]=[C:19]3[CH3:24])[CH2:10][CH2:9]1)C1C=CC=CC=1.ClC(OC=C)=O>C(Cl)Cl>[CH3:26][O:25][C:16]1[CH:17]=[C:18]2[C:23](=[C:14]([N:11]3[CH2:10][CH2:9][NH:8][CH2:13][CH2:12]3)[CH:15]=1)[N:22]=[CH:21][CH:20]=[C:19]2[CH3:24]. Procedure: A mixture of 1-benzyl-4-(6-methoxy-4-methylquinolin-8-yl)piperazine (2.0 g, 5.76 mmol), methylene chloride (50 mL) and vinyl chloroformate (0.8 mL, 8.64 mmol) were refluxed for 4 hours. The mixture was concentrated, then dissolved in a 1:1 mixture of dioxane/conc. HCl and stirred at ambient temperature for 18 hours. The reaction mixture was made basic with 2.5 N aqueous NaOH and extracted with ethyl acetate (2×200 mL). The combined organic layers were washed with water (100 mL) and brine (100 mL... The reactants are [Al+3], C1CCOC1, Cc1cc(C(F)(C(F)(F)F)C(F)(F)F)ccc1N, [H-], [H-], [H-], [H-], [Li+], [Na+], [OH-], O. The product is Cc1cc(C(C(F)(F)F)C(F)(F)F)ccc1N. Reaction SMILES: [Al+3:2].[CH2:28]1[O:29][CH2:30][CH2:31][CH2:32]1.[CH3:7][c:8]1[c:9]([NH2:10])[cH:11][cH:12][c:13]([C:15]([C:16]([F:17])([F:18])[F:19])([C:20]([F:21])([F:22])[F:23])[F:24])[cH:14]1.[H-:1].[H-:4].[H-:5].[H-:6].[Li+:3].[Na+:27].[OH-:26].[OH2:25]>>[CH3:7][c:8]1[c:9]([NH2:10])[cH:11][cH:12][c:13]([CH:15]([C:16]([F:17])([F:18])[F:19])[C:20]([F:21])([F:22])[F:23])[cH:14]1. The reactants are C1(=CC=CC=C1)C=1NC=CN1 (2-phenylimidazole), C(C=1C(C(=O)O)=CC(C(=O)O)=CC1)(=O)O (trimellitic acid), N1C=NC=C1 (imidazole), C(C(=C)C)(=O)OCCC[Si](OC)(OC)OC ((3-methacryloxypropyl)trimethoxysilane), N1C=NC=C1 (imidazole), [SiH4] (silane). The solvent is C(C)(=O)OCC (ethyl acetate). Run at time 1 hour. The product is C(C=1C(C(=O)O)=CC(C(=O)O)=CC1)(=O)O.N1C=NC=C1 (imidazole trimellitate). As a reaction SMILES: [NH:1]1[CH:5]=[CH:4][N:3]=[CH:2]1.C(OCCC[Si](OC)(OC)OC)(=O)C(C)=C.[SiH4].C1(C2NC=CN=2)C=CC=CC=1.[C:34]([OH:48])(=[O:47])[C:35]1[C:36](=[CH:40][C:41](=[CH:45][CH:46]=1)[C:42]([OH:44])=[O:43])[C:37]([OH:39])=[O:38]>C(OCC)(=O)C>[C:34]([OH:48])(=[O:47])[C:35]1[C:36](=[CH:40][C:41](=[CH:45][CH:46]=1)[C:42]([OH:44])=[O:43])[C:37]([OH:39])=[O:38].[NH:1]1[CH:5]=[CH:4][N:3]=[CH:2]1 |f:6.7|. Procedure: 13.6 g (0.2 mol) of imidazole and 24.8 g (0.1 mol) of (3-methacryloxypropyl)trimethoxysilane were mixed and reacted at 100° C. for 11 hours. After cooling to room temperature, 100 ml of ethyl acetate was added, and excess imidazole was removed by washing the product three times in 100 ml of deionized water. Molecular sieves were added to the product, and the ethyl acetate solution was dried overnight. Subsequently, the ethyl acetate was distilled off in a rotary evaporator, and the imidazole gro... Reactants: OO (H2O2), C(=O)(C(F)(F)F)OC(=O)C(F)(F)F (TFAA), C(C)N(CCNC=1N=[N+](C2=C(N1)C=C1C(=C2)CCO1)[O-])CC (N1,N1-Diethyl-N2-(1-oxido-7,8-dihydrofuro[2,3-g][1,2,4]benzotriazin-3-yl)-1,2-ethanediamine), C(=O)(C(F)(F)F)O (TFA). Run in N (NH3), C(Cl)Cl (DCM), C(Cl)(Cl)Cl (CHCl3). Conditions: temperature 20 celsius, time 10 minute. Product: [O-][N+]1=NC(=[N+](C2=C1C=C1C(=C2)OCC1)[O-])NCCN(CC)CC (N1-(1,4-Dioxido-7,8-dihydrofuro[2,3-g][1,2,4]benzotriazin-3-yl)-N2,N2-diethyl-1,2-ethanediamine). The yield is 38.1%. RXN SMILES: OO.C(OC(C(F)(F)F)=O)(C(F)(F)F)=[O:4].[CH2:16]([N:18]([CH2:36][CH3:37])[CH2:19][CH2:20][NH:21][C:22]1[N:23]=[N+:24]([O-:35])[C:25]2[CH:31]=[C:30]3[CH2:32][CH2:33][O:34][C:29]3=[CH:28][C:26]=2[N:27]=1)[CH3:17].C(O)(C(F)(F)F)=O>C(Cl)Cl.C(Cl)(Cl)Cl.N>[O-:35][N+:24]1[C:25]2[CH:31]=[C:30]3[CH2:32][CH2:33][O:34][C:29]3=[CH:28][C:26]=2[N+:27]([O-:4])=[C:22]([NH:21][CH2:20][CH2:19][N:18]([CH2:16][CH3:17])[CH2:36][CH3:37])[N:23]=1. Procedure: H2O2 (70%, 0.38 mL, ca. 2.8 mmol) was added dropwise to a stirred solution of TFAA (1.1 mL, 2.8 mmol) in DCM (15 mL) at 0° C. The solution was stirred at 20° C. for 10 min, then cooled to 0° C., added to a solution of 1-oxide 209 (235 mg, 0.78 mmol) and TFA (0.13 mL, 1.7 mmol) in CHCl3 (15 mL) at 0° C. The solution was stirred at 20° C. for 4 h, diluted with dilute aqueous NH3 solution until basic and extracted with CHCl3 (3×25 mL). The combined organic fraction was dried and the solvent evapora...